Dataset: the Open Reaction Database (ORD), a public repository of structured organic reaction records. Task: describe an organic reaction: reactants, conditions, products, and yield Reactants: ClC1=C2C3=CC(CCC3(C(C2=CC(=C1Cl)OC)O)CCC)=O (5,6-dichloro-9-hydroxy-7-methoxy-9a-propyl-1,2,9,9a-tetrahydro-3H-fluoren-3-one), CC(=O)C.OS(=O)(=O)O.O=[Cr](=O)=O (Jones reagent). Run in CC(=O)C (acetone), O (water), CCOCC (ether), CCOCC (ether), O (H2O). Reaction conditions: temperature 5 celsius, time 0.5 hour. Yields the product ClC1=C2C3=CC(CCC3(C(C2=CC(=C1Cl)OC)=O)CCC)=O (5,6-dichloro-7-methoxy-9a-propyl-1,2,9,9a-tetrahydro-3H-fluoren-3,9-dione). RXN SMILES: [Cl:1][C:2]1[C:14]([Cl:15])=[C:13]([O:16][CH3:17])[CH:12]=[C:11]2[C:3]=1[C:4]1[C:9]([CH2:19][CH2:20][CH3:21])([CH:10]2[OH:18])[CH2:8][CH2:7][C:6](=[O:22])[CH:5]=1.CC(C)=O.OS(O)(=O)=O.O=[Cr](=O)=O>CC(C)=O.CCOCC.O>[Cl:1][C:2]1[C:14]([Cl:15])=[C:13]([O:16][CH3:17])[CH:12]=[C:11]2[C:3]=1[C:4]1[C:9]([CH2:19][CH2:20][CH3:21])([C:10]2=[O:18])[CH2:8][CH2:7][C:6](=[O:22])[CH:5]=1 |f:1.2.3|. Reported procedure: To a solution of 5,6-dichloro-9-hydroxy-7-methoxy-9a-propyl-1,2,9,9a-tetrahydro-3H-fluoren-3-one (3.03 g, 0.089 mol) in a mixture of acetone (75 ml), ether (75 ml) and water (7 ml) cooled to 5° C. was added Jones reagent (3.4 ml, 2.67N). The reaction mixture was stirred for 1/2 hour at 5° C. then for 11/2 hours at 25° C. The reaction mixture was diluted with ether and H2O, the ether layer washed with NaHCO3, dried over MgSO4, evaporated and chromatographed on silica gel eluting with ethyl acetat... The reactants are BrCCOC1CCCCO1, CN(C)CCNS(=O)(=O)c1cccc([N+](=O)[O-])c1C(=O)N(C)C, Cl, [H-], N#N, [Na+], CN(C)C=O. Yields the product CN(C)CCN(CCOC1CCCCO1)S(=O)(=O)c1cccc([N+](=O)[O-])c1C(=O)N(C)C. As a reaction SMILES: [Br:27][CH2:28][CH2:29][O:30][CH:31]1[O:32][CH2:33][CH2:34][CH2:35][CH2:36]1.[CH3:2][N:3]([CH2:4][CH2:5][NH:6][S:7](=[O:8])(=[O:9])[c:10]1[c:11]([C:12](=[O:13])[N:14]([CH3:15])[CH3:16])[c:17]([N+:21](=[O:22])[O-:23])[cH:18][cH:19][cH:20]1)[CH3:24].[ClH:1].[H-:26].[N:37]#[N:38].[Na+:25].[O:39]=[CH:40][N:41]([CH3:42])[CH3:43]>>[CH3:2][N:3]([CH2:4][CH2:5][N:6]([S:7](=[O:8])(=[O:9])[c:10]1[c:11]([C:12](=[O:13])[N:14]([CH3:15])[CH3:16])[c:17]([N+:21](=[O:22])[O-:23])[cH:18][cH:19][cH:20]1)[CH2:28][CH2:29][O:30][CH:31]1[O:32][CH2:33][CH2:34][CH2:35][CH2:36]1)[CH3:24].